The task is: describe an organic reaction: reactants, conditions, products, and yield. This data is from the Open Reaction Database (ORD), a public repository of structured organic reaction records. Reactants: FC1=C(C=CC(=C1)SC1=CC=C(C=C1)OC)C1=CC=C(C=C1)CCC1(COC(OC1)(C)C)NC(C)=O (N-(5-{2-[2′-Fluoro-4′-(4-methoxyphenylthio)biphenyl-4-yl]ethyl}-2,2-dimethyl-1,3-dioxan-5-yl)acetamide), Cl (hydrochloric acid). Run in C(C)O (ethanol). Reaction conditions: temperature 75 celsius, time 4 hour. Product: Cl.NC(CO)(CO)CCC1=CC=C(C=C1)C1=C(C=C(C=C1)SC1=CC=C(C=C1)OC)F (2-amino-2-{2-[2′-fluoro-4′-(4-methoxyphenylthio)biphenyl-4-yl]ethyl}propane-1,3-diol hydrochloride). RXN SMILES: [F:1][C:2]1[CH:7]=[C:6]([S:8][C:9]2[CH:14]=[CH:13][C:12]([O:15][CH3:16])=[CH:11][CH:10]=2)[CH:5]=[CH:4][C:3]=1[C:17]1[CH:22]=[CH:21][C:20]([CH2:23][CH2:24][C:25]2([NH:33]C(=O)C)[CH2:30][O:29]C(C)(C)[O:27][CH2:26]2)=[CH:19][CH:18]=1.[ClH:37]>C(O)C>[ClH:37].[NH2:33][C:25]([CH2:24][CH2:23][C:20]1[CH:19]=[CH:18][C:17]([C:3]2[CH:4]=[CH:5][C:6]([S:8][C:9]3[CH:10]=[CH:11][C:12]([O:15][CH3:16])=[CH:13][CH:14]=3)=[CH:7][C:2]=2[F:1])=[CH:22][CH:21]=1)([CH2:30][OH:29])[CH2:26][OH:27] |f:3.4|. Reported procedure: N-(5-{2-[2′-Fluoro-4′-(4-methoxyphenylthio)biphenyl-4-yl]ethyl}-2,2-dimethyl-1,3-dioxan-5-yl)acetamide (0.22 g) was dissolved in ethanol (4 mL), concentrated hydrochloric acid (2 mL) was added, and the mixture was stirred at 75° C. for 4 hr. The reaction mixture was concentrated to dryness, and the residual solid was suspended in ethyl acetate and collected by filtration to give the title compound (39 mg) as brown crystals. Reactants: C(C1=CC=CC=C1)OC=1C=C(C=NC1NC=1SC=C(N1)C)SCCC(=O)OC (Methyl 3-(5-(benzyloxy)-6-(4-methylthiazol-2-ylamino)pyridin-3-ylthio)propanoate), CC(C)(C)[O-].[K+] (KOtBu), ClCC1=C(C=CC=C1)OC (1-(chloromethyl)-2-methoxybenzene), Cl (HCl). The product is Cl.COC1=C(CSC=2C=C(C(=NC2)NC=2SC=C(N2)C)OCC2=CC=CC=C2)C=CC=C1 (5-(2-methoxybenzylthio)-3-(benzyloxy)-N-(4-methylthiazol-2-yl)pyridin-2-amine hydrochloride). The yield is 76.6%. RXN SMILES: [CH2:1]([O:8][C:9]1[CH:10]=[C:11]([S:22][CH2:23][CH2:24][C:25]([O:27][CH3:28])=O)[CH:12]=[N:13][C:14]=1[NH:15][C:16]1[S:17][CH:18]=[C:19]([CH3:21])[N:20]=1)[C:2]1[CH:7]=[CH:6][CH:5]=[CH:4][CH:3]=1.CC([O-])(C)C.[K+].[Cl:35][CH2:36][C:37]1C=CC=[CH:39][C:38]=1OC.Cl>>[ClH:35].[CH3:28][O:27][C:25]1[CH:39]=[CH:38][CH:37]=[CH:36][C:24]=1[CH2:23][S:22][C:11]1[CH:10]=[C:9]([O:8][CH2:1][C:2]2[CH:7]=[CH:6][CH:5]=[CH:4][CH:3]=2)[C:14]([NH:15][C:16]2[S:17][CH:18]=[C:19]([CH3:21])[N:20]=2)=[N:13][CH:12]=1 |f:1.2,5.6|. Procedure details: Methyl 3-(5-(benzyloxy)-6-(4-methylthiazol-2-ylamino)pyridin-3-ylthio)propanoate (prepared according to Example 42; 70 mg, 0.17 mmol), KOtBu (0.59 mL, 0.59 mmol) and 1-(chloromethyl)-2-methoxybenzene (0.023 mL, 0.17 mmol) were reacted according to the method of Example 43 to afford 5-(2-methoxybenzylthio)-3-(benzyloxy)-N-(4-methylthiazol-2-yl)pyridin-2-amine hydrochloride (63.3 mg, 77.3% yield) as a white solid after HCl salt formation. 1H NMR (d6-DMSO) δ 7.79 (d, 1H), 7.57 (m, 2H), 7.49 (d, 1H)... The reactants are 8-aminoqunoline, N1=C(C=NC=C1)S(=O)(=O)Cl (pyrazine-2-sulfonyl chloride), N1=CC=CC=C1 (pyridine). The reagents and catalysts are CN(C)C=1C=CN=CC1 (DMAP). The solvent is C(Cl)Cl (DCM). The product is N1=CC=CC2=CC=CC(=C12)NS(=O)(=O)C1=NC=CN=C1 (Pyrazine-2-sulfonic acid quinolin-8-ylamide). Yield: 13.0%. As a reaction SMILES: [N:1]1[CH:6]=[CH:5][N:4]=[CH:3][C:2]=1[S:7](Cl)(=[O:9])=[O:8].[N:11]1[CH:16]=[CH:15][CH:14]=[CH:13][CH:12]=1>CN(C1C=CN=CC=1)C.C(Cl)Cl>[N:11]1[C:16]2[C:15](=[CH:15][CH:14]=[CH:13][C:12]=2[NH:11][S:7]([C:2]2[CH:3]=[N:4][CH:5]=[CH:6][N:1]=2)(=[O:9])=[O:8])[CH:14]=[CH:13][CH:12]=1. Procedure details: In a similar fashion using route 18 general procedure 27, 8-aminoqunoline (300 mg, 2.08 mmol), pyrazine-2-sulfonyl chloride 443 (482 mg, 2.7 mmol), pyridine (3 ml), DMAP (cat.) and DCM (2 ml) gave the title compound (102 mg, 13%) after purification by column chromatography with n-hexane/EtOAc (90:10) as the eluent. Yields the product Cc1ccc(O)c(C=O)c1. RXN SMILES: [CH3:12][c:13]1[cH:14][cH:15][cH:16][cH:17][cH:18]1.[CH3:19][N:20]1[C:21](=[O:27])[N:25]([CH3:26])[CH2:24][CH2:23][CH2:22]1.[CH3:1][Mg:2][Cl:3].[CH3:4][c:5]1[cH:6][cH:7][c:8]([OH:9])[cH:10][cH:11]1.[O:28]1[CH2:29][CH2:30][CH2:31][CH2:32]1>>[CH3:4][c:5]1[cH:6][c:7]([CH:21]=[O:27])[c:8]([OH:9])[cH:10][cH:11]1. The reactants are Cc1ccccc1, CN1CCCN(C)C1=O, C[Mg]Cl, Cc1ccc(O)cc1, C1CCOC1. Starting materials: CCn1nn[nH]c1=O, CN(C)C=O, CCC(=O)N(c1ccccc1)C1(COC)CCN(CC(Cl)c2ccccc2)CC1, [I-], [K+], [Na+], [Na+], O=C([O-])[O-], O. The product is CCC(=O)N(c1ccccc1)C1(COC)CCN(CC(c2ccccc2)n2nnn(CC)c2=O)CC1. RXN SMILES: [CH2:1]([CH3:2])[n:3]1[n:4][n:5][nH:6][c:7]1=[O:8].[CH3:47][N:48]([CH3:49])[CH:50]=[O:51].[Cl:9][CH:10]([CH2:11][N:12]1[CH2:13][CH2:14][C:15]([CH2:18][O:19][CH3:20])([N:21]([C:22]([CH2:23][CH3:24])=[O:25])[c:26]2[cH:27][cH:28][cH:29][cH:30][cH:31]2)[CH2:16][CH2:17]1)[c:32]1[cH:33][cH:34][cH:35][cH:36][cH:37]1.[I-:39].[K+:38].[Na+:40].[Na+:41].[O-:42][C:43](=[O:44])[O-:45].[OH2:46]>>[CH2:1]([CH3:2])[n:3]1[n:4][n:5][n:6]([CH:10]([CH2:11][N:12]2[CH2:13][CH2:14][C:15]([CH2:18][O:19][CH3:20])([N:21]([C:22]([CH2:23][CH3:24])=[O:25])[c:26]3[cH:27][cH:28][cH:29][cH:30][cH:31]3)[CH2:16][CH2:17]2)[c:32]2[cH:33][cH:34][cH:35][cH:36][cH:37]2)[c:7]1=[O:8]. The reactants are [Al+3], CCOCC, COC(=O)C1(C(F)(F)F)CC1, [H-], [H-], [H-], [H-], [Li+]. The product is OCC1(C(F)(F)F)CC1. RXN SMILES: [Al+3:2].[CH3:18][CH2:19][O:20][CH2:21][CH3:22].[F:7][C:8]([C:9]1([C:12](=[O:13])[O:14][CH3:15])[CH2:10][CH2:11]1)([F:16])[F:17].[H-:1].[H-:4].[H-:5].[H-:6].[Li+:3]>>[F:7][C:8]([C:9]1([CH2:12][OH:13])[CH2:10][CH2:11]1)([F:16])[F:17]. The solvent is O1CCCC1 (tetrahydrofuran). Product: C(CCC)OC=1C=C(C=O)C=CC1OCOC (3-butoxy-4-(methoxymethyl) oxybenzaldehyde). RXN SMILES: [CH2:1]([O:5][C:6]1[CH:7]=[C:8](Br)[CH:9]=[CH:10][C:11]=1[O:12][CH2:13][O:14][CH3:15])[CH2:2][CH2:3][CH3:4].C([Li])CCC.CN(C)[CH:24]=[O:25].O>O1CCCC1>[CH2:1]([O:5][C:6]1[CH:7]=[C:8]([CH:9]=[CH:10][C:11]=1[O:12][CH2:13][O:14][CH3:15])[CH:24]=[O:25])[CH2:2][CH2:3][CH3:4]. Run at time 30 minute. Isolated yield 78.6%. Reported procedure: To a solution of 3-butoxy-4-(methoxymethyl) oxybromobenzene (910 mg, 2.97 mmol) in tetrahydrofuran (15 ml) chilled at -72° C. was dropwise added n-butyllithium (2.22 ml, 3.56 mmol, 1.6M hexane solution) under nitrogen atmosphere, and 20 minutes later dimethylformamide (0.28 ml, 3.62 mmol) was added to the mixture, which was stirred for 30 minutes at the same temperature. The reaction mixture was mixed with water, and the product was extracted with ethyl acetate. The extract was dried over anhydr... The reactants are O (water), C(CCC)OC=1C=C(C=CC1OCOC)Br (3-butoxy-4-(methoxymethyl) oxybromobenzene), CN(C=O)C (dimethylformamide), C(CCC)[Li] (n-butyllithium).